Dataset: the Open Reaction Database (ORD), a public repository of structured organic reaction records. Task: describe an organic reaction: reactants, conditions, products, and yield Reactants: CCOC(=O)C1CN(CC2CCCc3ccc(OC)cc32)CCC1O, CS(=O)(=O)O, Cc1ccccc1, [Cl-], C1CCC2=NCCCN2CC1. Yields the product CCOC(=O)C1=CCCN(CC2CCCc3ccc(OC)cc32)C1. As a reaction SMILES: [CH2:7]([CH3:8])[O:9][C:10](=[O:11])[CH:12]1[CH2:13][N:14]([CH2:19][CH:20]2[CH2:21][CH2:22][CH2:23][c:24]3[cH:25][cH:26][c:27]([O:30][CH3:31])[cH:28][c:29]32)[CH2:15][CH2:16][CH:17]1[OH:18].[CH3:2][S:3]([OH:4])(=[O:5])=[O:6].[CH3:43][c:44]1[cH:45][cH:46][cH:47][cH:48][cH:49]1.[Cl-:1].[N:32]12[CH2:33][CH2:34][CH2:35][N:36]=[C:37]1[CH2:38][CH2:39][CH2:40][CH2:41][CH2:42]2>>[CH2:7]([CH3:8])[O:9][C:10](=[O:11])[C:12]1=[CH:17][CH2:16][CH2:15][N:14]([CH2:19][CH:20]2[CH2:21][CH2:22][CH2:23][c:24]3[cH:25][cH:26][c:27]([O:30][CH3:31])[cH:28][c:29]32)[CH2:13]1. The reactants are COC1=CN=C2C(=CC=NC2=C1)NCC1=NN=C2N1N=C(C=N2)C2=CC=CC=C2 (7-methoxy-N-((6-phenyl-[1,2,4]triazolo[4,3-b][1,2,4]triazin-3-yl)methyl)-1,5-naphthyridin-4-amine), CN1C(C2=CC=C(C=C2C1)C=1C=CC=2N(N1)C(=NN2)CNC(OC(C)(C)C)=O)=O (tert-butyl (6-(2-methyl-1-oxoisoindolin-5-yl)-[1,2,4]triazolo[4,3-b]pyridazin-3-yl)methylcarbamate), Cl (HCl). Run at time 15 minute. Product: Cl.C1(=CC=CC=C1)C=1C=CC=2N(N1)C(=NN2)CC=2C=C1C=CN=CC1=CC2 (6-((6-phenyl-[1,2,4]triazolo[4,3-b]pyridazin-3-yl)methyl)isoquinoline hydrochloride). Reaction SMILES: COC1C=C2C(C(NCC3N4N=[C:21]([C:24]5[CH:29]=[CH:28][CH:27]=[CH:26][CH:25]=5)[CH:22]=[N:23][C:18]4=NN=3)=CC=N2)=NC=1.CN1C[C:38]2[C:33](=[CH:34][CH:35]=[C:36]([C:40]3[CH:41]=[CH:42][C:43]4[N:44]([C:46]([CH2:49]NC(=O)OC(C)(C)C)=[N:47][N:48]=4)[N:45]=3)[CH:37]=2)C1=O.[ClH:59]>>[ClH:59].[C:36]1([C:40]2[CH:41]=[CH:42][C:43]3[N:44]([C:46]([CH2:49][C:26]4[CH:25]=[C:24]5[C:29](=[CH:28][CH:27]=4)[CH:18]=[N:23][CH:22]=[CH:21]5)=[N:47][N:48]=3)[N:45]=2)[CH:35]=[CH:34][CH:33]=[CH:38][CH:37]=1 |f:3.4|. Reported procedure: A 10 mL, CEM microwave vessel was charged with 3 (0.1040 g, 0.427 mmol), 1-(5-phenylpyridin-2-yl)hydrazine (4, 0.119 g, 0.641 mmol), a stirbar and 1 mL concentrated HCl. The vessel was sealed, and fitted with an 18-gauge needle and an Argon inlet. The slurry was placed in a heating block at 115° C. for 15 minutes with stirring. A volatile substance evolved during this time. The vessel was briefly cooled, and the seal was replaced. The vessel was irradiated on a CEM Explorer using the following p... The reactants are C(C1=CC=CC=C1)OC(=O)N1CCN(CC1)CCCCNC(=O)OC(C)(C)C (4-(4-tert-Butoxycarbonylaminobutyl)piperazine-1-carboxylic acid benzyl ester), C(C)(=O)O (acetic acid). The reagents and catalysts are [OH-].[OH-].[Pd+2] (palladium hydroxide on carbon). Solvent: CO (methanol). Reaction conditions: time 16 hour. Product: C(C)(C)(C)OC(NCCCCN1CCNCC1)=O ((4-piperazin-1-yl-butyl)carbamic acid tert-butyl ester). Yield: 90.5%. RXN SMILES: C(OC([N:11]1[CH2:16][CH2:15][N:14]([CH2:17][CH2:18][CH2:19][CH2:20][NH:21][C:22]([O:24][C:25]([CH3:28])([CH3:27])[CH3:26])=[O:23])[CH2:13][CH2:12]1)=O)C1C=CC=CC=1.C(O)(=O)C>CO.[OH-].[OH-].[Pd+2]>[C:25]([O:24][C:22](=[O:23])[NH:21][CH2:20][CH2:19][CH2:18][CH2:17][N:14]1[CH2:15][CH2:16][NH:11][CH2:12][CH2:13]1)([CH3:28])([CH3:26])[CH3:27] |f:3.4.5|. Procedure: A mixture of 4-(4-tert-butoxycarbonylaminobutyl)piperazine-1-carboxylic acid benzyl ester (16) (3.26 g, 8.33 mmol), acetic acid (0.5 mL), and palladium hydroxide on carbon (60% wet, 0.98 g) in methanol (15 mL) was stirred under atmospheric hydrogen for 16 h. The catalyst was removed by suction filtration over Celite. The filtrate was concentrated in vacuo and the resulting residue was purified by Biotage silica gel column chromatography using concentrated ammonium hydroxide/methanol/dichlorometh... The reactants are ClC1=C(C=C(C(=O)Cl)C=C1)[N+](=O)[O-] (4-chloro-3-nitrobenzoyl chloride), C(O)CN (ethanolamine), C(=O)(O)[O-].[Na+] (NaHCO3), TEA. Run in C1CCOC1 (THF), C1CCOC1 (THF). Conditions: temperature -10 celsius, time 1 hour. Product: ClC1=C(C=C(C(=O)NCCO)C=C1)[N+](=O)[O-] (4-chloro-N-(2-hydroxyethyl)-3-nitrobenzamide). Yield: 88.9%. As a reaction SMILES: [Cl:1][C:2]1[CH:10]=[CH:9][C:5]([C:6](Cl)=[O:7])=[CH:4][C:3]=1[N+:11]([O-:13])=[O:12].[CH2:14]([CH2:16][NH2:17])[OH:15].C([O-])(O)=O.[Na+]>C1COCC1>[Cl:1][C:2]1[CH:10]=[CH:9][C:5]([C:6]([NH:17][CH2:16][CH2:14][OH:15])=[O:7])=[CH:4][C:3]=1[N+:11]([O-:13])=[O:12] |f:2.3|. Procedure: To a chilled solution (−10° C.) of 4-chloro-3-nitrobenzoyl chloride (1.85 g, 8.4 mmol) in anhydrous THF (60 mL) was added dropwise a solution of ethanolamine (0.48 mL, 8.0 mmol) in THF (20 mL) followed by TEA (1.1 mL, 8.0 mmol). After stirring 1 h while temperature was maintained at −10° C., the solution was combined with a 1:1 mixture of ice and saturated NaHCO3 (100 mL) and then extracted with EtOAc (3×100 mL). The combined organic layers were washed with brine, dried over Na2SO4, and concentr... Starting materials: CCCCCCCN=C=O, CN(C)c1ccncc1, Cc1ccccc1, CCOC(C)=O, Nc1ccc(F)cc1[N+](=O)[O-]. The product is CCCCCCCNC(=O)Nc1ccc(F)cc1[N+](=O)[O-]. RXN SMILES: [CH2:12]([CH2:13][CH2:14][CH2:15][CH2:16][CH2:17][CH3:18])[N:19]=[C:20]=[O:21].[CH3:22][N:23]([CH3:24])[c:25]1[cH:26][cH:27][n:28][cH:29][cH:30]1.[CH3:31][c:32]1[cH:33][cH:34][cH:35][cH:36][cH:37]1.[CH3:38][CH2:39][O:40][C:41](=[O:42])[CH3:43].[F:1][c:2]1[cH:3][c:4]([N+:9](=[O:10])[O-:11])[c:5]([NH2:6])[cH:7][cH:8]1>>[F:1][c:2]1[cH:3][c:4]([N+:9](=[O:10])[O-:11])[c:5]([NH:6][C:20]([NH:19][CH2:12][CH2:13][CH2:14][CH2:15][CH2:16][CH2:17][CH3:18])=[O:21])[cH:7][cH:8]1.